This data is from the Open Reaction Database (ORD), a public repository of structured organic reaction records. The task is: describe an organic reaction: reactants, conditions, products, and yield Reactants: [Cl-].BrC=1C=CC(=C(C1)[NH+](C)C)CCl ((5-bromo-2-chloromethylphenyl)dimethylammonium chloride), C([O-])([O-])=O.[K+].[K+] (potassium carbonate), CC1=CC(NC(N1)=S)=O (6-methyl-2-thiouracil). Run in CN(C(C)=O)C (N,N-dimethylacetamide). Run at temperature 100 celsius, time 3 hour. Product: BrC1=CC(=C(CSC2=NC(=CC(N2)=O)C)C=C1)N(C)C (2-(4-bromo-2-dimethylaminobenzyl)thio-6-methyl-4(3H)-pyrimidinone). Isolated yield 49.4%. RXN SMILES: [Cl-].[Br:2][C:3]1[CH:4]=[CH:5][C:6]([CH2:12]Cl)=[C:7]([NH+:9]([CH3:11])[CH3:10])[CH:8]=1.C(=O)([O-])[O-].[K+].[K+].[CH3:20][C:21]1[NH:26][C:25](=[S:27])[NH:24][C:23](=[O:28])[CH:22]=1>CN(C)C(=O)C>[Br:2][C:3]1[CH:4]=[CH:5][C:6]([CH2:12][S:27][C:25]2[NH:24][C:23](=[O:28])[CH:22]=[C:21]([CH3:20])[N:26]=2)=[C:7]([N:9]([CH3:11])[CH3:10])[CH:8]=1 |f:0.1,2.3.4|. Procedure details: 1.0 g (3.5 mmol) of (5-bromo-2-chloromethylphenyl)dimethylammonium chloride (m.p.: 118°-120° C.) and 0.97 g (7.0 mmol) of anhydrous potassium carbonate are added to the solution of 0.45 g (3.2 mmol) of 6-methyl-2-thiouracil in 15 ml of N,N-dimethylacetamide and the reaction mixture is stirred in an oil bath of 100° C. temperature for 3 hours. After cooling to room temperature the inorganic salts are filtered and the filtrate is evaporated under reduced pressure. The evaporation residue is shaken... The reactants are ice water, ClC=1C=C(C=CC1F)NC1=NC=NC2=CC(=C(C=C12)OCCCCl)OC (N-(3-chloro-4-fluorophenyl)-6-(3-chloropropoxy)-7-methoxyquinazolin-4-amine), C(=O)([O-])[O-].[K+].[K+] (K2CO3), CN1C2C(CCC1)CNC2 (1-methyloctahydro-1H-pyrrolo[3,4-b]pyridine). The solvent is CN(C)C=O (DMF). Conditions: temperature 80 celsius, time 7 hour. Yields the product ClC=1C=C(C=CC1F)NC1=NC=NC2=CC(=C(C=C12)OCCCN1CC2N(CCCC2C1)C)OC (N-(3-chloro-4-fluorophenyl)-7-methoxy-6-(3-(1-methylhexahydro-1H-pyrrolo[3,4-b]pyridine-6(2H)-yl)propoxy) quinazolin-4-amine). Yield: 31.7%. RXN SMILES: [Cl:1][C:2]1[CH:3]=[C:4]([NH:9][C:10]2[C:19]3[C:14](=[CH:15][C:16]([O:25][CH3:26])=[C:17]([O:20][CH2:21][CH2:22][CH2:23]Cl)[CH:18]=3)[N:13]=[CH:12][N:11]=2)[CH:5]=[CH:6][C:7]=1[F:8].C([O-])([O-])=O.[K+].[K+].[CH3:33][N:34]1[CH2:39][CH2:38][CH2:37][CH:36]2[CH2:40][NH:41][CH2:42][CH:35]12>CN(C=O)C>[Cl:1][C:2]1[CH:3]=[C:4]([NH:9][C:10]2[C:19]3[C:14](=[CH:15][C:16]([O:25][CH3:26])=[C:17]([O:20][CH2:21][CH2:22][CH2:23][N:41]4[CH2:40][CH:36]5[CH:35]([N:34]([CH3:33])[CH2:39][CH2:38][CH2:37]5)[CH2:42]4)[CH:18]=3)[N:13]=[CH:12][N:11]=2)[CH:5]=[CH:6][C:7]=1[F:8] |f:1.2.3|. Procedure details: A mixture of N-(3-chloro-4-fluorophenyl)-6-(3-chloropropoxy)-7-methoxyquinazolin-4-amine (1.50 g), K2CO3 (5.00 g) and 1-methyloctahydro-1H-pyrrolo[3,4-b]pyridine (0.90 g) in 25 mL of DMF was stirred at 80° C. for 7 h, poured into 50 mL of ice-water and extracted with CH2Cl2 (50 mL×3). The combined organic phases were dried over anhydrous Na2SO4 and filtered. The filtrate was concentrated in vacuo and chromatographed with a silica gel column (eluting agent: 20:1 (v/v) DCM/MeOH) to give the title ... Starting materials: BrCC1=CC=2N=C(N=C(C2S1)N1CCOCC1)Cl (6-bromomethyl-2-chloro-4-morpholin-4-yl-thieno[3,2-d]pyrimidine), Cl.C(C)(C)(C)OC(=O)N1[C@@H](CNCC1)C(C)C ((R)-2-isopropyl-piperazine-1-carboxylic acid tert-butyl ester hydrochloride), C([O-])([O-])=O.[K+].[K+] (potassium carbonate). The solvent is CN(C)C=O (DMF), O (water), C(Cl)Cl (DCM). Reaction conditions: time 18 hour. The product is C(C)(C)(C)OC(=O)N1[C@@H](CN(CC1)CC1=CC=2N=C(N=C(C2S1)N1CCOCC1)Cl)C(C)C ((R)-4-(2-Chloro-4-morpholin-4-yl-thieno[3,2-d]pyrimidin-6-ylmethyl)-2-isopropyl-piperazine-1-carboxylic acid tert-butyl ester). The yield is 96.6%. Reaction SMILES: Br[CH2:2][C:3]1[S:11][C:10]2[C:9]([N:12]3[CH2:17][CH2:16][O:15][CH2:14][CH2:13]3)=[N:8][C:7]([Cl:18])=[N:6][C:5]=2[CH:4]=1.Cl.[C:20]([O:24][C:25]([N:27]1[CH2:32][CH2:31][NH:30][CH2:29][C@H:28]1[CH:33]([CH3:35])[CH3:34])=[O:26])([CH3:23])([CH3:22])[CH3:21].C(=O)([O-])[O-].[K+].[K+]>CN(C=O)C.O.C(Cl)Cl>[C:20]([O:24][C:25]([N:27]1[CH2:32][CH2:31][N:30]([CH2:2][C:3]2[S:11][C:10]3[C:9]([N:12]4[CH2:17][CH2:16][O:15][CH2:14][CH2:13]4)=[N:8][C:7]([Cl:18])=[N:6][C:5]=3[CH:4]=2)[CH2:29][C@H:28]1[CH:33]([CH3:35])[CH3:34])=[O:26])([CH3:23])([CH3:22])[CH3:21] |f:1.2,3.4.5|. Procedure details: To a solution of 6-bromomethyl-2-chloro-4-morpholin-4-yl-thieno[3,2-d]pyrimidine (100 mg, 0.29 mmol) in DMF (3 mL) were added (R)-2-isopropyl-piperazine-1-carboxylic acid tert-butyl ester hydrochloride (87 mg, 0.33 mmol) and potassium carbonate (124 mg, 0.90 mmol). The resulting mixture was stirred at RT for 18 h, then diluted with water and DCM. The organic layer was separated, dried (Na2SO4) and concentrated in vacuo. The resultant residue was purified by column chromatography to give the titl... Starting materials: C(C1=CC=CC=C1)ON=COCC1=C(C=CC=C1)C(C(=O)OC)=NOC (Methyl 2-(2-benzyloxyiminomethyloxymethylphenyl)-2-methoxyiminoacetate), O (water), CN (methylamine). Run in CO (methanol), CO (methanol). Conditions: time 1 day. The product is CNC(C(=NOC)C1=C(C=CC=C1)COC=NOCC1=CC=CC=C1)=O (N- methyl 2-(2-benzyloxyiminomethyloxymethylphenyl)-2-methoxyiminoacetamide). Yield: 90.0%. As a reaction SMILES: [CH2:1]([O:8][N:9]=[CH:10][O:11][CH2:12][C:13]1[CH:18]=[CH:17][CH:16]=[CH:15][C:14]=1[C:19](=[N:24][O:25][CH3:26])[C:20]([O:22]C)=O)[C:2]1[CH:7]=[CH:6][CH:5]=[CH:4][CH:3]=1.[CH3:27][NH2:28].O>CO>[CH3:27][NH:28][C:20](=[O:22])[C:19]([C:14]1[CH:15]=[CH:16][CH:17]=[CH:18][C:13]=1[CH2:12][O:11][CH:10]=[N:9][O:8][CH2:1][C:2]1[CH:3]=[CH:4][CH:5]=[CH:6][CH:7]=1)=[N:24][O:25][CH3:26]. Procedure details: Methyl 2-(2-benzyloxyiminomethyloxymethylphenyl)-2-methoxyiminoacetate) (compound No 2) (200 mg, 0.6 mmol) was dissolved into 8 ml of methanol, an aqueous solution of 40% methylamine (230 mg, 2.9 mmol) was added thereto. After stirring for 1 day, water was added to the reaction solution, methanol was removed by evaporation, and there was extracted with ethyl acetate. The organic layer was rinsed with water and dried. After removing the solvent by evaporation, the residue was purified with silica... Yields the product CCOC(=O)c1cccc(OC(C)(C)C)c1. As a reaction SMILES: [CH2:13]=[C:14]([CH3:15])[CH3:16].[Cl:22][CH2:23][Cl:24].[OH:1][c:2]1[cH:3][c:4]([C:5](=[O:6])[O:7][CH2:8][CH3:9])[cH:10][cH:11][cH:12]1.[S:17](=[O:18])(=[O:19])([OH:20])[OH:21]>>[O:1]([c:2]1[cH:3][c:4]([C:5](=[O:6])[O:7][CH2:8][CH3:9])[cH:10][cH:11][cH:12]1)[C:14]([CH3:13])([CH3:15])[CH3:16]. The reactants are C=C(C)C, ClCCl, CCOC(=O)c1cccc(O)c1, O=S(=O)(O)O. Starting materials: O[C@@H](CNC(C(C)(C1CCOCC1)C)=O)[C@H](C[C@@H](C(C)C)CNC(C1=C(C=CC=C1)OCCCOC)=O)NC(OC(C)(C)C)=O (tert-butyl (1(S)-{1(S)-hydroxy-2-[2-methyl-2-(tetrahydropyran-4-yl)-propionylamino]ethyl}-3(S)-{[2-(3-methoxypropoxy)benzoylamino]methyl}-4-methylpentyl)-carbamate), Cl (HCl). The product is Cl.N[C@@H](C[C@H](CNC(C1=C(C=CC=C1)OCCCOC)=O)C(C)C)[C@H](CNC(C(C)(C1CCOCC1)C)=O)O (N-{4(S)-Amino-5(S)-hydroxy-2(S)-isopropyl-6-[2-methyl-2-(tetrahydropyran-4-yl)propionyl-amino]hexyl}-2-(3-methoxypropoxy)benzamide hydrochloride). Reaction SMILES: [OH:1][C@H:2]([C@@H:16]([NH:38]C(=O)OC(C)(C)C)[CH2:17][C@H:18]([CH2:22][NH:23][C:24](=[O:37])[C:25]1[CH:30]=[CH:29][CH:28]=[CH:27][C:26]=1[O:31][CH2:32][CH2:33][CH2:34][O:35][CH3:36])[CH:19]([CH3:21])[CH3:20])[CH2:3][NH:4][C:5](=[O:15])[C:6]([CH3:14])([CH:8]1[CH2:13][CH2:12][O:11][CH2:10][CH2:9]1)[CH3:7].[ClH:46]>>[ClH:46].[NH2:38][C@H:16]([C@@H:2]([OH:1])[CH2:3][NH:4][C:5](=[O:15])[C:6]([CH3:14])([CH:8]1[CH2:9][CH2:10][O:11][CH2:12][CH2:13]1)[CH3:7])[CH2:17][C@@H:18]([CH:19]([CH3:21])[CH3:20])[CH2:22][NH:23][C:24](=[O:37])[C:25]1[CH:30]=[CH:29][CH:28]=[CH:27][C:26]=1[O:31][CH2:32][CH2:33][CH2:34][O:35][CH3:36] |f:2.3|. Reported procedure: The solution of 0.030 g of tert-butyl (1(S)-{1(S)-hydroxy-2-[2-methyl-2-(tetrahydropyran-4-yl)-propionylamino]ethyl}-3(S)-{[2-(3-methoxypropoxy)benzoylamino]methyl}-4-methylpentyl)-carbamate in 1 ml of 4M HCl (in dioxane) is stirred at 0° C. to 20° C. over 2 hours and subsequently concentrated by evaporation to dryness, and the residue is dissolved in 1 ml of tert-butanol, frozen and lyophilized under high vacuum. The title compound is obtained as a white powder. Rf=0.23 (200:20:1 dichloromethan... Starting materials: C(C)(=O)N1CC2=CC(=CC=C2CC1)S(=O)(=O)Cl (2-Acetyl-7-chlorosulfonyl-1,2,3,4-tetrahydroisoquinoline), CN (methylamine). As a reaction SMILES: [C:1]([N:4]1[CH2:13][CH2:12][C:11]2[C:6](=[CH:7][C:8]([S:14](Cl)(=[O:16])=[O:15])=[CH:9][CH:10]=2)[CH2:5]1)(=[O:3])[CH3:2].[CH3:18][NH2:19]>>[C:1]([N:4]1[CH2:13][CH2:12][C:11]2[C:6](=[CH:7][C:8]([S:14](=[O:16])(=[O:15])[NH:19][CH3:18])=[CH:9][CH:10]=2)[CH2:5]1)(=[O:3])[CH3:2]. Procedure details: 2-Acetyl-7-chlorosulfonyl-1,2,3,4-tetrahydroisoquinoline was reacted with a concentrated aqueous solution of methylamine with cooling. The resulting solid was filtered and washed with water to give 2-acetyl-7-methylsulfamoyl-1,2,3,4-tetrahydroisoquinoline. Hydrolyzing in refluxing 10% hydrochloric acid by the procedure of Example 15 and then recrystallizing from methanol/ether gave 7-methylsulfamoyl-1,2,3,4-tetrahydroisoquinoline hydrochloride, m.p. 238°-240° C. Product: C(C)(=O)N1CC2=CC(=CC=C2CC1)S(NC)(=O)=O (2-acetyl-7-methylsulfamoyl-1,2,3,4-tetrahydroisoquinoline).